From a dataset of the Open Reaction Database (ORD), a public repository of structured organic reaction records. describe an organic reaction: reactants, conditions, products, and yield The reactants are ClCCl, COc1ccc(N=C=O)c(C)c1, CN1C(=O)C(N)N=C(c2ccccc2)c2cc(Cl)ccc21. Product: COc1ccc(NC(=O)NC2N=C(c3ccccc3)c3cc(Cl)ccc3N(C)C2=O)c(C)c1. RXN SMILES: [Cl:34][CH2:35][Cl:36].[N:22](=[C:23]=[O:24])[c:25]1[c:26]([CH3:33])[cH:27][c:28]([O:31][CH3:32])[cH:29][cH:30]1.[NH2:1][CH:2]1[C:3](=[O:21])[N:4]([CH3:20])[c:5]2[c:6]([cH:15][c:16]([Cl:19])[cH:17][cH:18]2)[C:7]([c:9]2[cH:10][cH:11][cH:12][cH:13][cH:14]2)=[N:8]1>>[NH:1]([CH:2]1[C:3](=[O:21])[N:4]([CH3:20])[c:5]2[c:6]([cH:15][c:16]([Cl:19])[cH:17][cH:18]2)[C:7]([c:9]2[cH:10][cH:11][cH:12][cH:13][cH:14]2)=[N:8]1)[C:23]([NH:22][c:25]1[c:26]([CH3:33])[cH:27][c:28]([O:31][CH3:32])[cH:29][cH:30]1)=[O:24]. Reactants: CC1=C2C(=NC=3C=CC=CC13)CCCNC2 (2,3,4,5-tetrahydro-11-methyl-1H-azepino[4,3-b]quinoline), ClC(=O)OCC (ethyl chloroformate). Yields the product Cl.C(C)OC(=O)N1CC=2C(=NC=3C=CC=CC3C2C)CCC1 (2,3,4,5-Tetrahydro-11-methyl-1H-2-azepino[4,3-b]quinoline-carboxylic acid ethyl ester hydrochloride). Isolated yield 58.0%. Reaction SMILES: [CH3:1][C:2]1[C:11]2[CH:10]=[CH:9][CH:8]=[CH:7][C:6]=2[N:5]=[C:4]2[CH2:12][CH2:13][CH2:14][NH:15][CH2:16][C:3]=12.[Cl:17][C:18]([O:20][CH2:21][CH3:22])=[O:19]>>[ClH:17].[CH2:21]([O:20][C:18]([N:15]1[CH2:14][CH2:13][CH2:12][C:4]2=[N:5][C:6]3[CH:7]=[CH:8][CH:9]=[CH:10][C:11]=3[C:2]([CH3:1])=[C:3]2[CH2:16]1)=[O:19])[CH3:22] |f:2.3|. Procedure details: 2,3,4,5-Tetrahydro-11-methyl-1H-2-azepino[4,3-b]quinoline-carboxylic acid ethyl ester hydrochloride was prepared from 2,3,4,5-tetrahydro-11-methyl-1H-azepino[4,3-b]quinoline and ethyl chloroformate analogous to Example 63. The reactants are CCC(=O)NCCN1C(=O)C2(CCC2)Sc2cc(C)c(C(=O)N(C(C)C)C3CCCN(C(=O)OC(C)(C)C)C3)cc21, ClC(Cl)Cl, Cl, C1COCCO1. Product: CCC(=O)NCCN1C(=O)C2(CCC2)Sc2cc(C)c(C(=O)N(C(C)C)C3CCCNC3)cc21, Cl. Reaction SMILES: [CH:1]([CH3:2])([CH3:3])[N:4]([CH:5]1[CH2:6][N:7]([C:11]([O:12][C:13]([CH3:14])([CH3:15])[CH3:16])=[O:17])[CH2:8][CH2:9][CH2:10]1)[C:18](=[O:19])[c:20]1[c:21]([CH3:41])[cH:22][c:23]2[c:24]([cH:40]1)[N:25]([CH2:33][CH2:34][NH:35][C:36]([CH2:37][CH3:38])=[O:39])[C:26](=[O:32])[C:27]1([S:28]2)[CH2:29][CH2:30][CH2:31]1.[CH:49]([Cl:50])([Cl:51])[Cl:52].[ClH:48].[O:42]1[CH2:43][CH2:44][O:45][CH2:46][CH2:47]1>>[CH:1]([CH3:2])([CH3:3])[N:4]([CH:5]1[CH2:6][NH:7][CH2:8][CH2:9][CH2:10]1)[C:18](=[O:19])[c:20]1[c:21]([CH3:41])[cH:22][c:23]2[c:24]([cH:40]1)[N:25]([CH2:33][CH2:34][NH:35][C:36]([CH2:37][CH3:38])=[O:39])[C:26](=[O:32])[C:27]1([S:28]2)[CH2:29][CH2:30][CH2:31]1.[ClH:48]. Starting materials: C(C)(=O)O[BH-](OC(C)=O)OC(C)=O.[Na+] (Sodium triacetoxyborohydride), N1CCOCC1 (Morpholine), NC1=C2C(=NC=N1)N(N=C2C2=CC(=C(C=C2)NC(C2=C(C=C(C=C2)C(F)(F)F)F)=O)OC)C2CCC(CC2)=O (N1-{4-[4-amino-1-(4-oxocyclohexyl)-1H-pyrazolo[3,4-d]pyrimidin-3-yl]-2-methoxyphenyl}-2-fluoro-4-trifluoromethylbenzamide), C(C)(=O)O (acetic acid), C([O-])(O)=O.[Na+] (sodium bicarbonate). Run in O (Water), ClC(C)Cl (dichloroethane). Run at time 10 minute. The product is NC1=C2C(=NC=N1)N(N=C2C2=CC(=C(C=C2)NC(C2=C(C=C(C=C2)C(F)(F)F)F)=O)OC)[C@@H]2CC[C@@H](CC2)N2CCOCC2 (cis-N1-{4-[4-amino-1-(4-morpholinocyclohexyl)-1H-pyrazolo[3,4-d]pyrimidin-3-yl]-2-methoxyphenyl}-2-fluoro-4-trifluoromethylbenzamide), NC1=C2C(=NC=N1)N(N=C2C2=CC(=C(C=C2)NC(C2=C(C=C(C=C2)C(F)(F)F)F)=O)OC)[C@@H]2CC[C@H](CC2)N2CCOCC2 (trans-N1-{4-[4-amino-1-(4-morpholinocyclohexyl)-1H-pyrazolo[3,4-d]pyrimidin-3-yl]-2-methoxyphenyl}-2-fluoro-4-trifluoromethylbenzamide). RXN SMILES: [NH:1]1[CH2:6][CH2:5][O:4][CH2:3][CH2:2]1.[NH2:7][C:8]1[N:13]=[CH:12][N:11]=[C:10]2[N:14]([CH:39]3[CH2:44][CH2:43][C:42](=O)[CH2:41][CH2:40]3)[N:15]=[C:16]([C:17]3[CH:22]=[CH:21][C:20]([NH:23][C:24](=[O:36])[C:25]4[CH:30]=[CH:29][C:28]([C:31]([F:34])([F:33])[F:32])=[CH:27][C:26]=4[F:35])=[C:19]([O:37][CH3:38])[CH:18]=3)[C:9]=12.C(O)(=O)C.C(O[BH-](OC(=O)C)OC(=O)C)(=O)C.[Na+].C(=O)(O)[O-].[Na+]>ClC(Cl)C.O>[NH2:7][C:8]1[N:13]=[CH:12][N:11]=[C:10]2[N:14]([C@H:39]3[CH2:44][CH2:43][C@@H:42]([N:1]4[CH2:6][CH2:5][O:4][CH2:3][CH2:2]4)[CH2:41][CH2:40]3)[N:15]=[C:16]([C:17]3[CH:22]=[CH:21][C:20]([NH:23][C:24](=[O:36])[C:25]4[CH:30]=[CH:29][C:28]([C:31]([F:33])([F:34])[F:32])=[CH:27][C:26]=4[F:35])=[C:19]([O:37][CH3:38])[CH:18]=3)[C:9]=12.[NH2:7][C:8]1[N:13]=[CH:12][N:11]=[C:10]2[N:14]([C@H:39]3[CH2:44][CH2:43][C@H:42]([N:1]4[CH2:6][CH2:5][O:4][CH2:3][CH2:2]4)[CH2:41][CH2:40]3)[N:15]=[C:16]([C:17]3[CH:22]=[CH:21][C:20]([NH:23][C:24](=[O:36])[C:25]4[CH:30]=[CH:29][C:28]([C:31]([F:33])([F:34])[F:32])=[CH:27][C:26]=4[F:35])=[C:19]([O:37][CH3:38])[CH:18]=3)[C:9]=12 |f:3.4,5.6|. Reported procedure: Morpholine (0.08 mL, 0.93 mmol) was added into a mixture of N1-{4-[4-amino-1-(4-oxocyclohexyl)-1H-pyrazolo[3,4-d]pyrimidin-3-yl]-2-methoxyphenyl}-2-fluoro-4-trifluoromethylbenzamide (Example 522) (0.42 g, 0.78 mmol) and acetic acid (0.11 mL, 1.86 mmol) in dichloroethane (25 mL). The mixture was stirred at ambient temperature for 10 minutes. Sodium triacetoxyborohydride (0.23 g, 1.09 mmol) was added and the mixture was stirred at ambient temperature overnight. Water (6 mL) was added followed by s... Reactants: C(#N)N1C[C@@H](C[C@@H]2C=3C=CC=C4NC(=C(C[C@@H]12)C34)C=O)C(=O)OC (6-cyano-8beta-methoxycarbonyl-2-ergoline-carbaldehyde), [BH4-].[Na+] (sodium borohydride). Solvent: C(C)#N (acetonitrile). Yields the product COC(=O)[C@H]1CN([C@@H]2CC3=C(NC4=CC=CC([C@H]2C1)=C34)CO)C#N (6-cyano-2-hydroxymethyl-8beta-ergoline-carboxylic acid methyl ester). The yield is 83.0%. Reaction SMILES: [C:1]([N:3]1[C@H:17]2[C@@H:7]([C:8]3[CH:9]=[CH:10][CH:11]=[C:12]4[C:18]=3[C:15]([CH2:16]2)=[C:14]([CH:19]=[O:20])[NH:13]4)[CH2:6][C@@H:5]([C:21]([O:23][CH3:24])=[O:22])[CH2:4]1)#[N:2].[BH4-].[Na+]>C(#N)C>[CH3:24][O:23][C:21]([C@@H:5]1[CH2:6][C@H:7]2[C@@H:17]([CH2:16][C:15]3[C:18]4[C:12](=[CH:11][CH:10]=[CH:9][C:8]2=4)[NH:13][C:14]=3[CH2:19][OH:20])[N:3]([C:1]#[N:2])[CH2:4]1)=[O:22] |f:1.2|. Procedure details: 161 mg of 6-cyano-8beta-methoxycarbonyl-2-ergoline-carbaldehyde (5 mmol) is dissolved in 10 ml of acetonitrile and reduced with 30 ml of sodium borohydride at room temperature in 1 hour. The solvent is largely evaporated, acidified with 2N hydrochloric acid and with addition of aqueous sodium bicarbonate solution the substance is obtained, yield 83%. Reactants: O=C(Nc1ccncc1F)c1cnc2c(Br)cc(Cl)nn12, CCN, CN1CCCC1=O, CCN(C(C)C)C(C)C. Product: CCNc1cc(Cl)nn2c(C(=O)Nc3ccncc3F)cnc12. As a reaction SMILES: [Br:1][c:2]1[c:3]2[n:4]([n:5][c:6]([Cl:8])[cH:7]1)[c:9]([C:12](=[O:13])[NH:14][c:15]1[c:16]([F:21])[cH:17][n:18][cH:19][cH:20]1)[cH:10][n:11]2.[CH3:22][CH2:23][NH2:24].[CH3:34][N:35]1[CH2:36][CH2:37][CH2:38][C:39]1=[O:40].[CH:25]([N:26]([CH2:27][CH3:28])[CH:29]([CH3:30])[CH3:31])([CH3:32])[CH3:33]>>[c:2]1([NH:24][CH2:23][CH3:22])[c:3]2[n:4]([n:5][c:6]([Cl:8])[cH:7]1)[c:9]([C:12](=[O:13])[NH:14][c:15]1[c:16]([F:21])[cH:17][n:18][cH:19][cH:20]1)[cH:10][n:11]2. Reactants: C(C)(=O)OC(C)C (isopropyl acetate), O (water), CC(C)C1=C(C(=C(N1CC[C@H](C[C@H](CC(=O)[O-])O)O)C=2C=CC(=CC2)F)C=3C=CC=CC3)C(=O)NC=4C=CC=CC4.CC(C)C1=C(C(=C(N1CC[C@H](C[C@H](CC(=O)[O-])O)O)C=2C=CC(=CC2)F)C=3C=CC=CC3)C(=O)NC=4C=CC=CC4.[Ca+2] (Atorvastatin calcium). Solvent: C(C(C)O)O (racemic propylene glycol). Reaction conditions: temperature 57.5 celsius, time 9 hour. Yields the product CC(C)C1=C(C(=C(N1CC[C@H](C[C@H](CC(=O)[O-])O)O)C2=CC=C(C=C2)F)C3=CC=CC=C3)C(=O)NC4=CC=CC=C4.CC(C)C1=C(C(=C(N1CC[C@H](C[C@H](CC(=O)[O-])O)O)C2=CC=C(C=C2)F)C3=CC=CC=C3)C(=O)NC4=CC=CC=C4.CC(CO)O.[Ca+2] (atorvastatin calcium propylene glycol solvate). As a reaction SMILES: [CH3:1][CH:2]([C:4]1[N:8]([CH2:9][CH2:10][C@@H:11]([OH:19])[CH2:12][C@@H:13]([OH:18])[CH2:14][C:15]([O-:17])=[O:16])[C:7]([C:20]2[CH:21]=[CH:22][C:23]([F:26])=[CH:24][CH:25]=2)=[C:6]([C:27]2[CH:28]=[CH:29][CH:30]=[CH:31][CH:32]=2)[C:5]=1[C:33]([NH:35][C:36]1[CH:37]=[CH:38][CH:39]=[CH:40][CH:41]=1)=[O:34])[CH3:3].[CH3:42][CH:43]([C:45]1[N:49]([CH2:50][CH2:51][C@@H:52]([OH:60])[CH2:53][C@@H:54]([OH:59])[CH2:55][C:56]([O-:58])=[O:57])[C:48]([C:61]2[CH:62]=[CH:63][C:64]([F:67])=[CH:65][CH:66]=2)=[C:47]([C:68]2[CH:69]=[CH:70][CH:71]=[CH:72][CH:73]=2)[C:46]=1[C:74]([NH:76][C:77]1[CH:78]=[CH:79][CH:80]=[CH:81][CH:82]=1)=[O:75])[CH3:44].[Ca+2:83].C([O:87][CH:88]([CH3:90])[CH3:89])(=O)C.[OH2:91]>C(O)C(O)C>[CH3:3][CH:2]([C:4]1[N:8]([CH2:9][CH2:10][C@@H:11]([OH:19])[CH2:12][C@@H:13]([OH:18])[CH2:14][C:15]([O-:17])=[O:16])[C:7]([C:20]2[CH:21]=[CH:22][C:23]([F:26])=[CH:24][CH:25]=2)=[C:6]([C:27]2[CH:28]=[CH:29][CH:30]=[CH:31][CH:32]=2)[C:5]=1[C:33]([NH:35][C:36]1[CH:37]=[CH:38][CH:39]=[CH:40][CH:41]=1)=[O:34])[CH3:1].[CH3:44][CH:43]([C:45]1[N:49]([CH2:50][CH2:51][C@@H:52]([OH:60])[CH2:53][C@@H:54]([OH:59])[CH2:55][C:56]([O-:58])=[O:57])[C:48]([C:61]2[CH:62]=[CH:63][C:64]([F:67])=[CH:65][CH:66]=2)=[C:47]([C:68]2[CH:69]=[CH:70][CH:71]=[CH:72][CH:73]=2)[C:46]=1[C:74]([NH:76][C:77]1[CH:78]=[CH:79][CH:80]=[CH:81][CH:82]=1)=[O:75])[CH3:42].[CH3:89][CH:88]([OH:87])[CH2:90][OH:91].[Ca+2:83] |f:0.1.2,6.7.8.9|. Procedure: Atorvastatin calcium (130 g) was dissolved in racemic propylene glycol followed by the addition of 7 parts of isopropyl acetate and 0.6 parts of water. The resulting mixture was warmed to 55-60° C. and stirred for 8-10 hours to afford a white suspension. The suspension was cooled to 20-25° C. and filtered and the filter-cake was rinsed with 2 parts of isopropyl acetate to provide 110 g of atorvastatin calcium propylene glycol solvate after drying in a vacuum oven at 50-60° C. Propylene glycol co... Starting materials: CC1(OCC(CO1)(CN1CCC2=CC(=CC=C12)CCCCCCCC)NC(OC(C)(C)C)=O)C (tert-Butyl 2,2-dimethyl-5-((5-octylindolin-1-yl)methyl)-1,3-dioxan-5-ylcarbamate), CC1(OCC(CO1)(CNC1=CC=C(C=C1)CCCCCCCC)NC(OC(C)(C)C)=O)C (tert-butyl 2,2-dimethyl-5-((4-octylphenylamino)methyl)-1,3-dioxan-5-ylcarbamate). The product is NC(CO)(CO)CN1CCC2=CC(=CC=C12)CCCCCCCC (2-Amino-2-((5-octylindolin-1-yl)methyl)propane-1,3-diol). Isolated yield 71.0%. Reaction SMILES: CC1(C)[O:7][CH2:6][C:5]([NH:26]C(=O)OC(C)(C)C)([CH2:8][N:9]2[C:17]3[C:12](=[CH:13][C:14]([CH2:18][CH2:19][CH2:20][CH2:21][CH2:22][CH2:23][CH2:24][CH3:25])=[CH:15][CH:16]=3)[CH2:11][CH2:10]2)[CH2:4][O:3]1.CC1(C)OCC(NC(=O)OC(C)(C)C)(CNC2C=CC(CCCCCCCC)=CC=2)CO1>>[NH2:26][C:5]([CH2:8][N:9]1[C:17]2[C:12](=[CH:13][C:14]([CH2:18][CH2:19][CH2:20][CH2:21][CH2:22][CH2:23][CH2:24][CH3:25])=[CH:15][CH:16]=2)[CH2:11][CH2:10]1)([CH2:6][OH:7])[CH2:4][OH:3]. Procedure: When the product of Step D was substituted for tert-butyl 2,2-dimethyl-5-((4-octylphenylamino)methyl)-1,3-dioxan-5-ylcarbamate in Example 1, Step B, the identical process afforded the title compound in 71% yield., as colourless solid. 1H-NMR (CDCl3) 0.86 (tr, 3H, J=6.84 Hz); 1.26 (m, 10H); 1.52 (m, 2H); 2.17 (broad s, 4H); 2.47 (tr, 2H, J=7.92 Hz); 2.94 (tr, 2H, J=8.1 Hz); 3.04 (s, 2H); 3.42 (tr, 2H, J=8.1 Hz); 3.58 (s, 4H); 6.53 (d, 1H, J=7.92 Hz); 6.87 (d, 1H, J=7.92 Hz); 6.91 (s, 1H). Reactants: CCOC(=O)n1c(C(=O)c2ncccc2C(O[SiH](C)C)C(C)(C)C)c(NC(=O)CC)c2ccc(Cl)cc21, Cl, [Na+], [OH-]. Yields the product CCC(=O)Nc1c(C(=O)c2ncccc2C(O[SiH](C)C)C(C)(C)C)[nH]c2cc(Cl)ccc12. Reaction SMILES: [C:1]([CH3:2])([CH3:3])([CH3:4])[CH:5]([c:6]1[c:7]([C:12](=[O:13])[c:14]2[n:15]([C:29]([O:30][CH2:31][CH3:32])=[O:33])[c:16]3[cH:17][c:18]([Cl:28])[cH:19][cH:20][c:21]3[c:22]2[NH:23][C:24]([CH2:25][CH3:26])=[O:27])[n:8][cH:9][cH:10][cH:11]1)[O:34][SiH:35]([CH3:36])[CH3:37].[ClH:40].[Na+:39].[OH-:38]>>[C:1]([CH3:2])([CH3:3])([CH3:4])[CH:5]([c:6]1[c:7]([C:12](=[O:13])[c:14]2[nH:15][c:16]3[cH:17][c:18]([Cl:28])[cH:19][cH:20][c:21]3[c:22]2[NH:23][C:24]([CH2:25][CH3:26])=[O:27])[n:8][cH:9][cH:10][cH:11]1)[O:34][SiH:35]([CH3:36])[CH3:37].